From a dataset of the Open Reaction Database (ORD), a public repository of structured organic reaction records. describe an organic reaction: reactants, conditions, products, and yield Starting materials: C(C)C1=CC=NC=C1 (4-ethylpyridine), CC1=CC=C(CCBr)C=C1 (4-methylphenethyl bromide). Yields the product CC1=CC=C(C=C1)CCC(C)C1=CC=NC=C1 (1-(4-methylphenyl)-3-(4-pyridyl)-butane). The yield is 98.3%. Reaction SMILES: [CH2:1]([C:3]1[CH:8]=[CH:7][N:6]=[CH:5][CH:4]=1)[CH3:2].[CH3:9][C:10]1[CH:18]=[CH:17][C:13]([CH2:14][CH2:15]Br)=[CH:12][CH:11]=1>>[CH3:9][C:10]1[CH:18]=[CH:17][C:13]([CH2:14][CH2:15][CH:1]([C:3]2[CH:8]=[CH:7][N:6]=[CH:5][CH:4]=2)[CH3:2])=[CH:12][CH:11]=1. Procedure: 1.0 g (9.35 mmol) of 4-ethylpyridine and 1.86 g (9.35 mmol) of 4-methylphenethyl bromide were reacted in the same manner as in Example 1. The reaction product was purified to obtain 2.07 g of the desired compound (yield: 98.4%). The resulting compound was identified as 1-(4-methylphenyl)-3-(4-pyridyl)-butane (hereinafter referred to as compound 7) by the following analytical results. Procedure: Piperazine (15 g, 174 mmol) was dissolved in dimethyl sulphoxide (309 g) and to this was added 2,3-dichloropyridine (23.4 g, 158 mmol). The reaction mixture was stirred for 60 h at 110° C. Portions of saturated aqueous sodium hydrogencarbonate solution (overall 250 ml) were added to the reaction mixture and the precipitate produced was drawn off. The filtrate was extracted several times with ethyl acetate (150 ml each time) and the cleaned organic phase was dried and the solvent was removed unde... Reactants: ClC1=NC=CC=C1Cl (2,3-dichloropyridine), N1CCNCC1 (Piperazine), C(O)([O-])=O.[Na+] (sodium hydrogencarbonate). Run in CS(=O)C (dimethyl sulphoxide). As a reaction SMILES: [NH:1]1[CH2:6][CH2:5][NH:4][CH2:3][CH2:2]1.Cl[C:8]1[C:13]([Cl:14])=[CH:12][CH:11]=[CH:10][N:9]=1.C(=O)([O-])O.[Na+]>CS(C)=O>[Cl:14][C:13]1[C:8]([N:1]2[CH2:6][CH2:5][NH:4][CH2:3][CH2:2]2)=[N:9][CH:10]=[CH:11][CH:12]=1 |f:2.3|. Yields the product ClC=1C(=NC=CC1)N1CCNCC1 (1-(3-chloro-pyridin-2-yl)-piperazine). Reaction conditions: temperature 110 celsius, time 60 hour. The reactants are OC1=C(N)C=CC(=C1)[N+](=O)[O-] (2-hydroxy 4-nitro aniline), FC1=C(C(=CC=C1)F)N=C=O (2,6-difluoro phenyl isocyanate). Yields the product OC1=C(C=CC(=C1)[N+](=O)[O-])NC(=O)NC1=C(C=CC=C1F)F (N-(2-Hydroxy4-nitrophenyl)-N′-(2,6-difluorophenyl)urea), title compound. Isolated yield 91.0%. As a reaction SMILES: [OH:1][C:2]1[CH:8]=[C:7]([N+:9]([O-:11])=[O:10])[CH:6]=[CH:5][C:3]=1[NH2:4].[F:12][C:13]1[CH:18]=[CH:17][CH:16]=[C:15]([F:19])[C:14]=1[N:20]=[C:21]=[O:22]>>[OH:1][C:2]1[CH:8]=[C:7]([N+:9]([O-:11])=[O:10])[CH:6]=[CH:5][C:3]=1[NH:4][C:21]([NH:20][C:14]1[C:15]([F:19])=[CH:16][CH:17]=[CH:18][C:13]=1[F:12])=[O:22]. Procedure: N-(2-Hydroxy4-nitrophenyl)-N′-(2,6-difluorophenyl)urea was prepared from 2-hydroxy 4-nitro aniline (500 mg, 3.24 mmol) and 2,6-difluoro phenyl isocyanate (3.24 mmol) according to the procedure in General Method B. The product was purified by dilution with methylene chloride and precipitation with hexanes. Filtering afforded the title compound (0.91 g, 91%). EI-MS m/z 308 (M−H)−